This data is from the Open Reaction Database (ORD), a public repository of structured organic reaction records. The task is: describe an organic reaction: reactants, conditions, products, and yield The reactants are CCOC(=O)CBr, Oc1ccc(OCc2ccccc2)cc1, Cl, [H-], [Na+], C1CCOC1. Product: CCOC(=O)COc1ccc(OCc2ccccc2)cc1. RXN SMILES: [Br:18][CH2:19][C:20](=[O:21])[O:22][CH2:23][CH3:24].[CH2:1]([c:2]1[cH:3][cH:4][cH:5][cH:6][cH:7]1)[O:8][c:9]1[cH:10][cH:11][c:12]([OH:15])[cH:13][cH:14]1.[ClH:25].[H-:16].[Na+:17].[O:26]1[CH2:27][CH2:28][CH2:29][CH2:30]1>>[CH2:1]([c:2]1[cH:3][cH:4][cH:5][cH:6][cH:7]1)[O:8][c:9]1[cH:10][cH:11][c:12]([O:15][CH2:19][C:20](=[O:21])[O:22][CH2:23][CH3:24])[cH:13][cH:14]1. Reactants: C1(=CC=C(C=C1)S(=O)(=O)Cl)C (p-Toluenesulphonyl chloride), C(C)(C)(C)OC(=O)N[C@H](CO)C ((S)-2-t-butoxycarbonylamino-1-propanol), N1=CC=CC=C1 (pyridine), ice water. Conditions: time 20 hour. The product is C(C)(C)(C)OC(=O)N[C@H](COS(=O)(=O)C=1C(=CC=CC1)C)C ((S)-2-t-butoxycarbonylamino-1-toluenesulphonyloxypropane). Reaction SMILES: [C:1]1(C)[CH:6]=[CH:5][C:4]([S:7](Cl)(=[O:9])=[O:8])=[CH:3][CH:2]=1.[C:12]([O:16][C:17]([NH:19][C@@H:20]([CH3:23])[CH2:21][OH:22])=[O:18])([CH3:15])([CH3:14])[CH3:13].N1C=CC=C[CH:25]=1>>[C:12]([O:16][C:17]([NH:19][C@@H:20]([CH3:23])[CH2:21][O:22][S:7]([C:4]1[C:5]([CH3:25])=[CH:6][CH:1]=[CH:2][CH:3]=1)(=[O:8])=[O:9])=[O:18])([CH3:15])([CH3:14])[CH3:13]. Procedure: p-Toluenesulphonyl chloride (4.2 g.) was added to a solution of (S)-2-t-butoxycarbonylamino-1-propanol (3.5 g.) in pyridine (10 ml.) at 0°. The mixture was kept at 0°-5° for 20 hr. and then poured into ice-water (200 ml.) and extracted with diethyl ether (3×50 ml.). The diethyl ether extract was washed successively with 1 M-hydrochloric acid (50 ml.), saturated sodium carbonate solution (50 ml.) and brine (50 ml.), and then dried (MgSO4). The solvent was evaporated and the residue was crystallis... Starting materials: OC1=C(C=C(C2=CC=CC=C12)NS(=O)(=O)C=1SC=CC1)SC1=NN=NN1C (N-(4-hydroxy-3-(1-methyl-1H-tetrazol-5-ylthio)naphthalen-1-yl)thiophene-2-sulfonamide), ClC1=CC=C(C=C1)S(=O)(=O)/N=C/1\C=C(C(C2=CC=CC=C12)=O)SC1=NN=NN1C ((E)-4-chloro-N-(3-(1-methyl-1H-tetrazol-5-ylthio)-4-oxonaphthalen-1(4H)-ylidene) benzenesulfonamide). Product: ClC1=CC=C(C=C1)S(=O)(=O)NC1=CC(=C(C2=CC=CC=C12)O)SC1=NN=NN1C (4-chloro-N-(4-hydroxy-3-(1-methyl-1H-tetrazol-5-ylthio)naphthalen-1-yl)benzenesulfonamide), CN1N=NN=C1SC1=C/C(/C2=CC=CC=C2C1=O)=N\S(=O)(=O)C1=CC=C(C=C1)C1=CC=CC=C1 ((E)-N-(3-(1-methyl-1H-tetrazol-5-ylthio)-4-oxonaphthalen-1(4H)-ylidene)biphenyl-4-sulfonamide). The yield is 99.3%. RXN SMILES: O[C:2]1[C:11]2[C:6](=CC=CC=2)[C:5](NS(C2SC=CC=2)(=O)=O)=[CH:4][C:3]=1SC1N(C)N=NN=1.[Cl:28][C:29]1[CH:34]=[CH:33][C:32]([S:35](/[N:38]=[C:39]2\[CH:40]=[C:41]([S:50][C:51]3[N:55]([CH3:56])[N:54]=[N:53][N:52]=3)[C:42](=[O:49])[C:43]3[C:48]\2=[CH:47][CH:46]=[CH:45][CH:44]=3)(=[O:37])=[O:36])=[CH:31][CH:30]=1>>[Cl:28][C:29]1[CH:30]=[CH:31][C:32]([S:35]([NH:38][C:39]2[C:48]3[C:43](=[CH:44][CH:45]=[CH:46][CH:47]=3)[C:42]([OH:49])=[C:41]([S:50][C:51]3[N:55]([CH3:56])[N:54]=[N:53][N:52]=3)[CH:40]=2)(=[O:37])=[O:36])=[CH:33][CH:34]=1.[CH3:56][N:55]1[C:51]([S:50][C:41]2[C:42](=[O:49])[C:43]3[C:48](=[CH:47][CH:46]=[CH:45][CH:44]=3)/[C:39](=[N:38]/[S:35]([C:32]3[CH:33]=[CH:34][C:29]([C:2]4[CH:11]=[CH:6][CH:5]=[CH:4][CH:3]=4)=[CH:30][CH:31]=3)(=[O:37])=[O:36])/[CH:40]=2)=[N:52][N:53]=[N:54]1. Procedure details: 4-chloro-N-(4-hydroxy-3-(1-methyl-1H-tetrazol-5-ylthio)naphthalen-1-yl)benzenesulfonamide (14y) was prepared according to the procedure for 14d except using 13y, which afforded the title compound 40.0 mg (99.3%) as an off-white solid.